This data is from the Open Reaction Database (ORD), a public repository of structured organic reaction records. The task is: describe an organic reaction: reactants, conditions, products, and yield Starting materials: C1(CC1)C(=O)OC (methyl cyclopropanecarboxylate), ClC1=C(C=O)C=CC=C1Cl (2,3-dichlorobenzaldehyde), NC1=NNC=C1 (3-aminopyrazole). Product: C(#N)C=1C(C=2C(NC1C1CC1)=NNC2)C2=C(C(=CC=C2)Cl)Cl (5-Cyano-6-cyclopropyl-4-(2,3-dichlorophenyl)-4,7-dihydro-2H-pyrazolo[3,4-b]pyridine). As a reaction SMILES: [CH:1]1([C:4](OC)=O)C[CH2:2]1.[Cl:8][C:9]1[C:16]([Cl:17])=[CH:15][CH:14]=[CH:13][C:10]=1[CH:11]=O.[NH2:18][C:19]1[CH:23]=[CH:22][NH:21][N:20]=1>>[C:19]([C:23]1[CH:11]([C:10]2[CH:13]=[CH:14][CH:15]=[C:16]([Cl:17])[C:9]=2[Cl:8])[C:23]2[C:19](=[N:20][NH:21][CH:22]=2)[NH:18][C:22]=1[CH:4]1[CH2:1][CH2:2]1)#[N:18]. Procedure details: The title compound was prepared from methyl cyclopropanecarboxylate, 2,3-dichlorobenzaldehyde and 3-aminopyrazole in the same manner as in Example 94. Reported procedure: A solution of 3-mercaptobenzoic acid (3.4 g) in DMF (50 mL) was treated with potassium carbonate (3.18 g) and stirred for 5 minutes. A solution of ethyl 3-bromopropionate (2.8 mL) in DMF (10 mL) was added dropwise over 30 minutes and the resulting mixture was stirred for a further 30 minutes. The mixture was partitioned between ethyl acetate and water, and the phases separated. The aqueous phase was acidified with aqueous HCl and extracted further with ethyl acetate. The organic phases were wash... Reaction conditions: time 5 minute. RXN SMILES: [SH:1][C:2]1[CH:3]=[C:4]([CH:8]=[CH:9][CH:10]=1)[C:5]([OH:7])=[O:6].C(=O)([O-])[O-].[K+].[K+].Br[CH2:18][CH2:19][C:20]([O:22][CH2:23][CH3:24])=[O:21]>CN(C=O)C>[CH2:23]([O:22][C:20](=[O:21])[CH2:19][CH2:18][S:1][C:2]1[CH:3]=[C:4]([CH:8]=[CH:9][CH:10]=1)[C:5]([OH:7])=[O:6])[CH3:24] |f:1.2.3|. Yields the product C(C)OC(CCSC=1C=C(C(=O)O)C=CC1)=O (3-(3-Ethoxy-3-oxopropylthio)benzoic acid). The solvent is CN(C)C=O (DMF), CN(C)C=O (DMF). Starting materials: SC=1C=C(C(=O)O)C=CC1 (3-mercaptobenzoic acid), C([O-])([O-])=O.[K+].[K+] (potassium carbonate), BrCCC(=O)OCC (ethyl 3-bromopropionate). Product: FC1=NC=CC=C1CO ((2-Fluoropyridin-3-yl)methanol). Procedure: Thionyl chloride (0.43 mL, 5.87 mmol) was added to a slurry of 2-fluoronicotinic acid (9, 0.69 g, 4.89 mmol) and N,N-dimethylformamide (0.1 mL, catalytic amount) in benzene (60 mL) at room temperature under nitrogen, after which the mixture was heated at reflux for 3 h. The solvent was removed under reduced pressure to provide an amber oil that was dissolved in 1,4-dioxane (40 mL) under nitrogen. The solution was treated with sodium borohydride (0.38 g, 10.0 mmol) and the mixture was stirred at ... Run in C1=CC=CC=C1 (benzene), C(=O)(O)[O-].[Na+] (NaHCO3), O1CCOCC1 (1,4-dioxane). RXN SMILES: S(Cl)(Cl)=O.[F:5][C:6]1[N:14]=[CH:13][CH:12]=[CH:11][C:7]=1[C:8](O)=[O:9].CN(C)C=O.[BH4-].[Na+]>C1C=CC=CC=1.O1CCOCC1.C([O-])(O)=O.[Na+]>[F:5][C:6]1[C:7]([CH2:8][OH:9])=[CH:11][CH:12]=[CH:13][N:14]=1 |f:3.4,7.8|. Reaction conditions: time 24 hour. The reactants are [BH4-].[Na+] (sodium borohydride), S(=O)(Cl)Cl (Thionyl chloride), FC1=C(C(=O)O)C=CC=N1 (2-fluoronicotinic acid), CN(C=O)C (N,N-dimethylformamide). Starting materials: Br[Mg]c1ccccc1, O=C(c1ccccc1)c1ccccc1, C1CCOC1, O. Product: OC(c1ccccc1)(c1ccccc1)c1ccccc1. Reaction SMILES: [Br:15][Mg:16][c:17]1[cH:18][cH:19][cH:20][cH:21][cH:22]1.[O:1]=[C:2]([c:3]1[cH:4][cH:5][cH:6][cH:7][cH:8]1)[c:9]1[cH:10][cH:11][cH:12][cH:13][cH:14]1.[O:24]1[CH2:25][CH2:26][CH2:27][CH2:28]1.[OH2:23]>>[OH:1][C:2]([c:3]1[cH:4][cH:5][cH:6][cH:7][cH:8]1)([c:9]1[cH:10][cH:11][cH:12][cH:13][cH:14]1)[c:17]1[cH:18][cH:19][cH:20][cH:21][cH:22]1. Reactants: [Ca+2], O=C(O)c1c(F)c(F)c(F)c(F)c1C(=O)O, [OH-], [OH-], O. The product is O=C(O)c1cc(F)c(F)c(F)c1F. Reaction SMILES: [Ca+2:18].[F:1][c:2]1[c:3]([F:16])[c:4]([F:15])[c:5]([F:14])[c:6]([C:11]([OH:12])=[O:13])[c:7]1[C:8](=[O:9])[OH:10].[OH-:17].[OH-:19].[OH2:20]>>[F:1][c:2]1[c:3]([F:16])[c:4]([F:15])[c:5]([F:14])[cH:6][c:7]1[C:8](=[O:9])[OH:10]. Reactants: C(#N)C=1C=C(C=O)C=CC1F (3-Cyano-4-fluorobenzaldehyde), [H-].[Na+] (Sodium hydride), C1(CCCC1)O (cyclopentanol). Run in [Cl-].[Na+].O (brine), CN(C)C=O (DMF), C(C)(=O)OCC (ethyl acetate). Reaction conditions: temperature 0 celsius, time 10 minute. The product is C1(CCCC1)OC1=C(C#N)C=C(C=C1)C=O (2-(Cyclopentyloxy)-5-formylbenzonitrile). The yield is 32.3%. Reaction SMILES: [CH:1]1([OH:6])[CH2:5][CH2:4][CH2:3][CH2:2]1.[H-].[Na+].[C:9]([C:11]1[CH:12]=[C:13]([CH:16]=[CH:17][C:18]=1F)[CH:14]=[O:15])#[N:10]>CN(C=O)C.[Cl-].[Na+].O.C(OCC)(=O)C>[CH:1]1([O:6][C:18]2[CH:17]=[CH:16][C:13]([CH:14]=[O:15])=[CH:12][C:11]=2[C:9]#[N:10])[CH2:5][CH2:4][CH2:3][CH2:2]1 |f:1.2,5.6.7|. Procedure details: A solution of cyclopentanol (1.15 g, 0.013 mol), in DMF (50 ml) was cooled to 0° C. Sodium hydride (1.54 g, 0.016 mol) was added portionwise to the solution and the mixture stirred at 0° C. for 10 minutes after complete addition. 3-Cyano-4-fluorobenzaldehyde (commercial) (2.0 g, 0.013 mol) was then added and the mixture allowed to warm to room temperature and stirred overnight. The reaction mixture was cooled to 0° C. and brine was added, the mixture was diluted with ethyl acetate (˜25 ml) and p...